This data is from the Open Reaction Database (ORD), a public repository of structured organic reaction records. The task is: describe an organic reaction: reactants, conditions, products, and yield The reactants are IC1=CC=C(C(C(=O)N)=C1)O (5-iodo salicylamide), C(C)(=O)[O-].[Na+] (sodium acetate). The reagents and catalysts are [Cu] (copper bronze). Run in CC1=CC=CC=C1 (2-methyl benzene), alcohol. Yields the product IC1=CC=C(C(C(=O)NC2=C(C=CC=C2)C)=C1)O (5-iodo-2'-methyl salicylanilide). RXN SMILES: [I:1][C:2]1[CH:10]=[C:6]([C:7]([NH2:9])=[O:8])[C:5]([OH:11])=[CH:4][CH:3]=1.[C:12]([O-])(=O)[CH3:13].[Na+]>[Cu].CC1C=CC=CC=1>[I:1][C:2]1[CH:10]=[C:6]([C:7]([NH:9][C:6]2[CH:10]=[CH:2][CH:3]=[CH:4][C:12]=2[CH3:13])=[O:8])[C:5]([OH:11])=[CH:4][CH:3]=1 |f:1.2|. Procedure: 37.1 g. of 5-iodo salicylamide, 43.6 g. of 2-methyl benzene, 10 g. of anhydrous sodium acetate, 1 g. of copper bronze are mixed together and heated under reflux for 4 hours. The molten mass obtained is dissolved in alcohol. Said solution is filtered and concentrated by evaporation. 5-iodo-2'-methyl salicylanilide is obtained thereby. Said compound is then dissolved in about 5 times its amount by weight of a mixture of glacial acetic acid and ethyl acetate (1:1). A solution of 40.8 g. of bromine ... Starting materials: BrC1=C(C=O)C=CC=C1 (2-bromobenzaldehyde), solution, C(C)[Mg]Br (ethylmagnesium bromide). The solvent is C1CCOC1 (THF). The product is BrC1=C(C=CC=C1)C(CC)O (1-(2-Bromophenyl)propan-1-ol). Isolated yield 102.3%. Reaction SMILES: [Br:1][C:2]1[CH:9]=[CH:8][CH:7]=[CH:6][C:3]=1[CH:4]=[O:5].[CH2:10]([Mg]Br)[CH3:11]>C1COCC1>[Br:1][C:2]1[CH:9]=[CH:8][CH:7]=[CH:6][C:3]=1[CH:4]([OH:5])[CH2:10][CH3:11]. Procedure details: A solution of 2-bromobenzaldehyde (1.85 g, 10 mmol) in THF (30 mL) at −70° C. was treated with 3 M solution of ethylmagnesium bromide (3.5 mL, 10.5 mmol). The mixture was warmed to room temperature for 6 hours and quenched with saturated solution of NH4Cl. The mixture was extracted with ethyl ether to provide the crude alcohol (yield: 2.2 g; ˜100%). Reaction SMILES: [CH3:24][C:25](=[O:26])[OH:27].[NH2:1][c:2]1[c:3]2[c:4](=[O:23])[c:5]([C:18](=[O:19])[O:20][CH2:21][CH3:22])[cH:6][n:7]([CH:15]3[CH2:16][CH2:17]3)[c:8]2[c:9]([F:14])[c:10]([F:13])[c:11]1[F:12].[OH2:33].[S:28](=[O:29])(=[O:30])([OH:31])[OH:32]>>[NH2:1][c:2]1[c:3]2[c:4](=[O:23])[c:5]([C:18](=[O:19])[OH:20])[cH:6][n:7]([CH:15]3[CH2:16][CH2:17]3)[c:8]2[c:9]([F:14])[c:10]([F:13])[c:11]1[F:12]. The product is Nc1c(F)c(F)c(F)c2c1c(=O)c(C(=O)O)cn2C1CC1. The reactants are CC(=O)O, CCOC(=O)c1cn(C2CC2)c2c(F)c(F)c(F)c(N)c2c1=O, O, O=S(=O)(O)O. Starting materials: CC1=C(C=CC2=C1SCCS2)C(=O)OC (methyl 8-methyl-2,3-dihydrobenz[1,4]dithiin-7-carboxylate), [OH-].[Na+] (sodium hydroxide). The solvent is O.CO (water methanol). Yields the product CC1=C(C=CC2=C1SCCS2)C(=O)O (8-Methyl-2,3-dihydrobenz[1,4]dithiin-7-carboxylic acid). Reaction SMILES: [CH3:1][C:2]1[C:7]2[S:8][CH2:9][CH2:10][S:11][C:6]=2[CH:5]=[CH:4][C:3]=1[C:12]([O:14]C)=[O:13].[OH-].[Na+]>O.CO>[CH3:1][C:2]1[C:7]2[S:8][CH2:9][CH2:10][S:11][C:6]=2[CH:5]=[CH:4][C:3]=1[C:12]([OH:14])=[O:13] |f:1.2,3.4|. Procedure details: 9.6 g (0.04 mol) of methyl 8-methyl-2,3-dihydrobenz[1,4]dithiin-7-carboxylate were initially charged in 100 ml of a 1:1 mixture of water/methanol and 2.4 g (0.06 mol) of sodium hydroxide were added. The solution was heated under reflux for two hours, then the organic solvent was distilled off, 200 ml of water were added and the mixture was acidified with cooling using conc. hydrochloric acid. The precipitate was filtered off with suction, washed with water and dried. Reactants: C1(=CC=CC=C1)P(C1=CC=CC=C1)C1=CC=CC=C1 (Triphenylphosphine), N(=[N+]=[N-])[C@@H]1C[C@H](N(C1)C(=O)OC(C)(C)C)COCC1=CC=CC=C1 (tert-butyl (2S,4R)-4-azido-2-[(benzyloxy)methyl]pyrrolidine-1-carboxylate), O (water). Run in O1CCCC1 (tetrahydrofuran). Product: N[C@@H]1C[C@H](N(C1)C(=O)OC(C)(C)C)COCC1=CC=CC=C1 (tert-butyl (2S,4R)-4-amino-2-[(benzyloxy)methyl]pyrrolidine-1-carboxylate). Isolated yield 53.6%. RXN SMILES: C1(P(C2C=CC=CC=2)C2C=CC=CC=2)C=CC=CC=1.[N:20]([C@H:23]1[CH2:27][N:26]([C:28]([O:30][C:31]([CH3:34])([CH3:33])[CH3:32])=[O:29])[C@H:25]([CH2:35][O:36][CH2:37][C:38]2[CH:43]=[CH:42][CH:41]=[CH:40][CH:39]=2)[CH2:24]1)=[N+]=[N-].O>O1CCCC1>[NH2:20][C@H:23]1[CH2:27][N:26]([C:28]([O:30][C:31]([CH3:33])([CH3:34])[CH3:32])=[O:29])[C@H:25]([CH2:35][O:36][CH2:37][C:38]2[CH:39]=[CH:40][CH:41]=[CH:42][CH:43]=2)[CH2:24]1. Reported procedure: Triphenylphosphine (421 mg) was added to a solution of tert-butyl (2S,4R)-4-azido-2-[(benzyloxy)methyl]pyrrolidine-1-carboxylate (455 mg) [see Preparation 33] in dry tetrahydrofuran (10 ml). The reaction mixture was then stirred until the evolution of nitrogen gas had ceased, water (0.036 ml) was added, the mixture was then stirred for a further 72 hours. The solvent was then removed under reduced pressure and the residue was dissolved in diethyl ether and hexane added until the mixture became c... The reactants are COC1=C(C(=CC=C1)OC)C1CCCC(N1)=O (6-(2,6-dimethoxyphenyl)piperidin-2-one), BrCC1=NC=CC(=C1)OC(F)F (2-(bromomethyl)-4-(difluoromethoxy)pyridine). The product is FC(OC1=CC(=NC=C1)CN1C(CCCC1C1=C(C=CC=C1OC)OC)=O)F (1-((4-(difluoromethoxy)pyridin-2-yl)methyl)-6-(2,6-dimethoxyphenyl)piperidin-2-one). As a reaction SMILES: [CH3:1][O:2][C:3]1[CH:8]=[CH:7][CH:6]=[C:5]([O:9][CH3:10])[C:4]=1[CH:11]1[NH:16][C:15](=[O:17])[CH2:14][CH2:13][CH2:12]1.Br[CH2:19][C:20]1[CH:25]=[C:24]([O:26][CH:27]([F:29])[F:28])[CH:23]=[CH:22][N:21]=1>>[F:29][CH:27]([F:28])[O:26][C:24]1[CH:23]=[CH:22][N:21]=[C:20]([CH2:19][N:16]2[CH:11]([C:4]3[C:5]([O:9][CH3:10])=[CH:6][CH:7]=[CH:8][C:3]=3[O:2][CH3:1])[CH2:12][CH2:13][CH2:14][C:15]2=[O:17])[CH:25]=1. Procedure details: Prepared according to the described general procedure 4 (GP4) by reaction of 6-(2,6-dimethoxyphenyl)piperidin-2-one with 2-(bromomethyl)-4-(difluoromethoxy)pyridine. Subsequent purification by preparative HPLC afforded the target compound. LC-MS (conditions A): tR=0.61 min.; [M+H]+: 393.12 g/mol. The reactants are BrCC1=C(C=C(C=C1)Cl)OC (1-Bromomethyl-4-chloro-2-methoxy-benzene), C1(=CC=CC=C1)B(O)O (phenyl boronic acid), C(=O)([O-])[O-].[K+].[K+] (K2CO3). Reagents/catalysts: C=1C=CC(=CC1)[P](C=2C=CC=CC2)(C=3C=CC=CC3)[Pd]([P](C=4C=CC=CC4)(C=5C=CC=CC5)C=6C=CC=CC6)([P](C=7C=CC=CC7)(C=8C=CC=CC8)C=9C=CC=CC9)[P](C=1C=CC=CC1)(C=1C=CC=CC1)C=1C=CC=CC1 (Pd(PPh3)4). Run in O1CCOCC1 (dioxane). The product is C(C1=CC=CC=C1)C1=C(C=C(C=C1)Cl)OC (1-benzyl-4-chloro-2-methoxybenzene). Isolated yield 18.4%. Reaction SMILES: Br[CH2:2][C:3]1[CH:8]=[CH:7][C:6]([Cl:9])=[CH:5][C:4]=1[O:10][CH3:11].[C:12]1(B(O)O)[CH:17]=[CH:16][CH:15]=[CH:14][CH:13]=1.C([O-])([O-])=O.[K+].[K+]>O1CCOCC1.C1C=CC([P]([Pd]([P](C2C=CC=CC=2)(C2C=CC=CC=2)C2C=CC=CC=2)([P](C2C=CC=CC=2)(C2C=CC=CC=2)C2C=CC=CC=2)[P](C2C=CC=CC=2)(C2C=CC=CC=2)C2C=CC=CC=2)(C2C=CC=CC=2)C2C=CC=CC=2)=CC=1>[CH2:2]([C:3]1[CH:8]=[CH:7][C:6]([Cl:9])=[CH:5][C:4]=1[O:10][CH3:11])[C:12]1[CH:17]=[CH:16][CH:15]=[CH:14][CH:13]=1 |f:2.3.4,^1:36,38,57,76|. Procedure: 1-Bromomethyl-4-chloro-2-methoxy-benzene (50 mg, 0.21 mmol), phenyl boronic acid (28 mg, 0.23 mmol), Pd(PPh3)4 (24 mg, 0.021 mmol) and K2CO3 (87 mg, 0.63 mmol) were combined in dioxane, purged with N2, and heated to reflux for 16 hours. The mixture was then partitioned between ethyl acetate and water. The organic layer was washed with brine, dried (MgSO4), filtered, and concentrated under vacuum. The residue was purified by flash column chromatography on silica gel eluting with 4:1 hexanes/ethyl... Reactants: Cl (hydrogen chloride), COC(CC#N)=O (methylcyanoacetate), C(Cl)C1CO1 (epichlorohydrin). Yields the product 19.9, Cl.COC(=O)CC(OCCCl)=N (2-chloroethyl methoxycarbonylacetimidate hydrochloride). Yield: 92.0%. Reaction SMILES: [CH3:1][O:2][C:3](=[O:7])[CH2:4][C:5]#[N:6].[CH2:8]([CH:10]1[O:12]C1)[Cl:9].Cl>>[ClH:9].[CH3:1][O:2][C:3]([CH2:4][C:5](=[NH:6])[O:12][CH2:10][CH2:8][Cl:9])=[O:7] |f:3.4|. Procedure details: A mixture of 9.9 parts of methylcyanoacetate and 8.05 parts of epichlorohydrin was saturated with dry hydrogen chloride gas under ice-cooling and further cooled with icewater for one hour, followed by keeping in a refrigerator overnight. The resulting solid was washed with ethylether and dried to give 19.9 parts of 2-chloroethyl methoxycarbonylacetimidate hydrochloride. Yield 92% Melting point: 103 to 107°C (decomposition).